This data is from the Open Reaction Database (ORD), a public repository of structured organic reaction records. The task is: describe an organic reaction: reactants, conditions, products, and yield The reactants are CC(C)(C)O (t-BuOH), C(C1=CC=CC=C1)N (benzylamine), TEA, ClS(=O)(=O)N=C=O (Chlorosulfonylisocyanate). Run in C(Cl)Cl (DCM), C(Cl)Cl (DCM), C(Cl)Cl (DCM). Run at temperature 0 celsius, time 30 minute. The product is C(C1=CC=CC=C1)NS(=O)(=O)NC(=O)OC(C)(C)C (N-benzyl-N′-tert-butoxycarbonyl sulfamide). Reaction SMILES: Cl[S:2]([N:5]=[C:6]=[O:7])(=[O:4])=[O:3].[CH3:8][C:9]([OH:12])([CH3:11])[CH3:10].[CH2:13]([NH2:20])[C:14]1[CH:19]=[CH:18][CH:17]=[CH:16][CH:15]=1>C(Cl)Cl>[CH2:13]([NH:20][S:2]([NH:5][C:6]([O:12][C:9]([CH3:11])([CH3:10])[CH3:8])=[O:7])(=[O:4])=[O:3])[C:14]1[CH:19]=[CH:18][CH:17]=[CH:16][CH:15]=1. Procedure: Chlorosulfonylisocyanate (14.14 g) was dissolved in DCM (50 mL) and cooled to 0° C. A solution of t-BuOH (9.6 mL) in DCM (50 mL) was added within 30 min. Stirring was continued for additional 30 min at rt. The solution thus obtained was then added at 0° C. within 1 h to a solution of benzylamine (10.7 g) and TEA (15.32 mL) in DCM (200 mL). Stirring is continued for 10 h at rt. The mixture was concentrated in vacuo, taken up in EA (500 mL) and washed with water (2×40 mL) and brine (30 mL), dried ... Reactants: CO, COc1ccccc1Oc1cccc2c1OC(=O)C2, [K+], [OH-]. The product is COc1ccccc1Oc1cccc(CC(=O)O)c1O. As a reaction SMILES: [CH3:22][OH:23].[CH3:3][O:4][c:5]1[c:6]([O:7][c:8]2[cH:9][cH:10][cH:11][c:12]3[c:16]2[O:15][C:14](=[O:17])[CH2:13]3)[cH:18][cH:19][cH:20][cH:21]1.[K+:2].[OH-:1]>>[OH:1][C:14]([CH2:13][c:12]1[cH:11][cH:10][cH:9][c:8]([O:7][c:6]2[c:5]([O:4][CH3:3])[cH:21][cH:20][cH:19][cH:18]2)[c:16]1[OH:15])=[O:17]. Starting materials: CO, COC(=O)Cc1n[nH]c(=O)c2c1CCCC2, [Na+], [OH-]. Yields the product O=C(O)Cc1n[nH]c(=O)c2c1CCCC2. RXN SMILES: [CH3:19][OH:20].[CH3:3][O:4][C:5](=[O:6])[CH2:7][c:8]1[n:9][nH:10][c:11](=[O:18])[c:12]2[c:17]1[CH2:16][CH2:15][CH2:14][CH2:13]2.[Na+:2].[OH-:1]>>[O:4]=[C:5]([OH:6])[CH2:7][c:8]1[n:9][nH:10][c:11](=[O:18])[c:12]2[c:17]1[CH2:16][CH2:15][CH2:14][CH2:13]2. Starting materials: C(C=CC)Cl (crotyl chloride), CNC (dimethylamine), O1CCCC1 (tetrahydrofuran), C(=S)=S (carbon disulfide). Solvent: O (water). Conditions: time 30 minute. Yields the product C(C=CC)SC(N(C)C)=S (crotyl-N,N-dimethyldithiocarbamate). RXN SMILES: [CH3:1][NH:2][CH3:3].O1[CH2:8][CH2:7][CH2:6][CH2:5]1.[C:9](=[S:11])=[S:10].C(Cl)C=CC>O>[CH2:5]([S:10][C:9](=[S:11])[N:2]([CH3:3])[CH3:1])[CH:6]=[CH:7][CH3:8]. Procedure details: 12.0 Grams of a 50% dimethylamine aqueous solution was added to 30 ml of tetrahydrofuran, and to this mixture being maintained a temperature at 0°-5° C., was added dropwise 5.0 gr of carbon disulfide under agitation over the period of 30 minutes. Thereafter, the reaction mixture was maintained at a room temperature and further 5.4 gr of crotyl chloride was added dropwise thereto over the period of 30 minutes, and this was followed by 3-hour agitation at the same temperature to complete the react... Reactants: BrCc1nc2ccccc2s1, O=C([O-])O, CN(C)C=O, CCOC(C)=O, CC(=O)O, O=C1Nc2ccccc2C(c2ccccc2F)=NC1N1C(=O)c2ccccc2C1=O, [H-], [Na+], [Na+], O. Product: O=C1C(N2C(=O)c3ccccc3C2=O)N=C(c2ccccc2F)c2ccccc2N1Cc1nc2ccccc2s1. As a reaction SMILES: [Br:33][CH2:34][c:35]1[s:36][c:37]2[c:38]([n:39]1)[cH:40][cH:41][cH:42][cH:43]2.[C:44](=[O:45])([OH:46])[O-:47].[CH3:49][N:50]([CH3:51])[CH:52]=[O:53].[CH3:55][CH2:56][O:57][C:58](=[O:59])[CH3:60].[CH3:61][C:62](=[O:63])[OH:64].[F:3][c:4]1[c:5]([C:10]2=[N:11][CH:12]([N:22]3[C:23](=[O:32])[c:24]4[c:25]([cH:28][cH:29][cH:30][cH:31]4)[C:26]3=[O:27])[C:13](=[O:21])[NH:14][c:15]3[c:16]2[cH:17][cH:18][cH:19][cH:20]3)[cH:6][cH:7][cH:8][cH:9]1.[H-:1].[Na+:2].[Na+:48].[OH2:54]>>[F:3][c:4]1[c:5]([C:10]2=[N:11][CH:12]([N:22]3[C:23](=[O:32])[c:24]4[c:25]([cH:28][cH:29][cH:30][cH:31]4)[C:26]3=[O:27])[C:13](=[O:21])[N:14]([CH2:34][c:35]3[s:36][c:37]4[c:38]([n:39]3)[cH:40][cH:41][cH:42][cH:43]4)[c:15]3[c:16]2[cH:17][cH:18][cH:19][cH:20]3)[cH:6][cH:7][cH:8][cH:9]1.